This data is from the Open Reaction Database (ORD), a public repository of structured organic reaction records. The task is: describe an organic reaction: reactants, conditions, products, and yield The reactants are B, [Br-], [Br-], [Br-], COc1ccc2c(c1)CN(C(=O)c1ccc(Cl)cc1)CC(=O)N2Cc1ccc(C(=O)N2CC=CC2)cc1, ClCCl. Yields the product O=C(c1ccc(CN2C(=O)CN(C(=O)c3ccc(Cl)cc3)Cc3cc(O)ccc32)cc1)N1CC=CC1. RXN SMILES: [BH3:41].[Br-:38].[Br-:39].[Br-:40].[Cl:1][c:2]1[cH:3][cH:4][c:5]([C:6](=[O:7])[N:8]2[CH2:9][C:10](=[O:35])[N:11]([CH2:21][c:22]3[cH:23][cH:24][c:25]([C:28](=[O:29])[N:30]4[CH2:31][CH:32]=[CH:33][CH2:34]4)[cH:26][cH:27]3)[c:12]3[c:13]([cH:15][c:16]([O:19][CH3:20])[cH:17][cH:18]3)[CH2:14]2)[cH:36][cH:37]1.[Cl:42][CH2:43][Cl:44]>>[Cl:1][c:2]1[cH:3][cH:4][c:5]([C:6](=[O:7])[N:8]2[CH2:9][C:10](=[O:35])[N:11]([CH2:21][c:22]3[cH:23][cH:24][c:25]([C:28](=[O:29])[N:30]4[CH2:31][CH:32]=[CH:33][CH2:34]4)[cH:26][cH:27]3)[c:12]3[c:13]([cH:15][c:16]([OH:19])[cH:17][cH:18]3)[CH2:14]2)[cH:36][cH:37]1. The reactants are C1CCOC1, CCCCNc1cc(C(=O)NC)ccc1[N+](=O)[O-], Cl. As a reaction SMILES: [CH2:20]1[O:21][CH2:22][CH2:23][CH2:24]1.[CH3:1][NH:2][C:3]([c:4]1[cH:5][c:6]([NH:13][CH2:14][CH2:15][CH2:16][CH3:17])[c:7]([N+:10](=[O:11])[O-:12])[cH:8][cH:9]1)=[O:18].[ClH:19]>>[CH3:1][NH:2][CH2:3][c:4]1[cH:5][c:6]([NH:13][CH2:14][CH2:15][CH2:16][CH3:17])[c:7]([N+:10](=[O:11])[O-:12])[cH:8][cH:9]1. The product is CCCCNc1cc(CNC)ccc1[N+](=O)[O-]. Reactants: FC=1C=C(C=CC1OCC1=CC=CC=C1)N1N=C(C2=C(C=CC=C12)OCC1=CC=CC=C1)C (1-{3-fluoro-4-[(phenylmethyl)oxy]phenyl}-3-methyl-4-[(phenylmethyl)oxy]-1H-indazole). The solvent is C(C)(=O)OCC (ethyl acetate). Run at time 18 hour. RXN SMILES: [F:1][C:2]1[CH:3]=[C:4]([N:16]2[C:24]3[C:19](=[C:20]([O:25]CC4C=CC=CC=4)[CH:21]=[CH:22][CH:23]=3)[C:18]([CH3:33])=[N:17]2)[CH:5]=[CH:6][C:7]=1[O:8]CC1C=CC=CC=1>[Pd].C(OCC)(=O)C>[F:1][C:2]1[CH:3]=[C:4]([N:16]2[C:24]3[CH:23]=[CH:22][CH:21]=[C:20]([OH:25])[C:19]=3[C:18]([CH3:33])=[N:17]2)[CH:5]=[CH:6][C:7]=1[OH:8]. The yield is 56.6%. Reported procedure: A mixture of 1-{3-fluoro-4-[(phenylmethyl)oxy]phenyl}-3-methyl-4-[(phenylmethyl)oxy]-1H-indazole (D31) (0.45 g) and 10% palladium on charcoal (150 mg) in ethyl acetate (30 mL) was hydrogenated at atmospheric pressure for about 18 hrs. The mixture was filtered, concentrated and chromatographed (silica gel, 0-100% ethyl acetate in hexane) to give the title compound as a white solid (0.15 g) (E15). The product is FC=1C=C(C=CC1O)N1N=C(C=2C(=CC=CC12)O)C (1-(3-Fluoro-4-hydroxyphenyl)-3-methyl-1H-indazol-4-ol). Reagents/catalysts: [Pd] (palladium on charcoal).